Dataset: the Open Reaction Database (ORD), a public repository of structured organic reaction records. Task: describe an organic reaction: reactants, conditions, products, and yield Reactants: C([O-])([O-])=O.[K+].[K+] (potassium carbonate), COC=1C=C(C=CC1OC)S(=O)(=O)Cl ((3,4-dimethoxyphenyl)sulfonyl chloride), Cl.ClC=1C=C(C=CC1OCC1=CC(=CC=C1)F)NC=1C2=C(N=CN1)C=CN2 (N-{3-Chloro-4-[(3-fluorobenzyl)oxy]phenyl}-5H-pyrrolo[3,2-d]pyrimidin-4-amine hydrochloride). Run in C(C)(=O)OCC (ethyl acetate), CN(C=O)C (N,N-dimethylformamide). Conditions: time 1 hour. The product is ClC=1C=C(C=CC1OCC1=CC(=CC=C1)F)NC=1C2=C(N=CN1)C=CN2S(=O)(=O)C2=CC(=C(C=C2)OC)OC (N-{3-chloro-4-[(3-fluorobenzyl)oxy]phenyl}-5-[(3,4-dimethoxyphenyl)sulfonyl]-5H-pyrrolo[3,2-d]pyrimidin-4-amine). Isolated yield 45.1%. As a reaction SMILES: Cl.[Cl:2][C:3]1[CH:4]=[C:5]([NH:18][C:19]2[C:20]3[NH:27][CH:26]=[CH:25][C:21]=3[N:22]=[CH:23][N:24]=2)[CH:6]=[CH:7][C:8]=1[O:9][CH2:10][C:11]1[CH:16]=[CH:15][CH:14]=[C:13]([F:17])[CH:12]=1.C(=O)([O-])[O-].[K+].[K+].[CH3:34][O:35][C:36]1[CH:37]=[C:38]([S:44](Cl)(=[O:46])=[O:45])[CH:39]=[CH:40][C:41]=1[O:42][CH3:43]>CN(C)C=O.C(OCC)(=O)C>[Cl:2][C:3]1[CH:4]=[C:5]([NH:18][C:19]2[C:20]3[N:27]([S:44]([C:38]4[CH:39]=[CH:40][C:41]([O:42][CH3:43])=[C:36]([O:35][CH3:34])[CH:37]=4)(=[O:46])=[O:45])[CH:26]=[CH:25][C:21]=3[N:22]=[CH:23][N:24]=2)[CH:6]=[CH:7][C:8]=1[O:9][CH2:10][C:11]1[CH:16]=[CH:15][CH:14]=[C:13]([F:17])[CH:12]=1 |f:0.1,2.3.4|. Reported procedure: N-{3-Chloro-4-[(3-fluorobenzyl)oxy]phenyl}-5H-pyrrolo[3,2-d]pyrimidin-4-amine hydrochloride (150 mg) was dissolved in N,N-dimethylformamide (1.5 mL), and potassium carbonate (102 mg) and (3,4-dimethoxyphenyl)sulfonyl chloride (96.9 mg) were sequentially added under ice-cooling. The mixture was stirred under ice-cooling for 2 hrs, and at room temperature for 1 hr. The mixture was diluted with ethyl acetate (50 mL) and washed twice with water (30 mL). The organic layer was dried over magnesium sul... Reaction SMILES: [O:1]1[C:5]2[CH:6]=[CH:7][C:8]([O:10][C:11]3[N:19]=[CH:18][CH:17]=[CH:16][C:12]=3[C:13]([OH:15])=O)=[CH:9][C:4]=2[O:3][CH2:2]1.[NH2:20][CH2:21][C@H:22]1[CH2:27][CH2:26][C@H:25]([CH:28]([OH:30])[CH3:29])[CH2:24][CH2:23]1>>[O:1]1[C:5]2[CH:6]=[CH:7][C:8]([O:10][C:11]3[N:19]=[CH:18][CH:17]=[CH:16][C:12]=3[C:13]([NH:20][CH2:21][CH:22]3[CH2:27][CH2:26][CH:25]([CH:28]([OH:30])[CH3:29])[CH2:24][CH2:23]3)=[O:15])=[CH:9][C:4]=2[O:3][CH2:2]1. Reactants: O1COC2=C1C=CC(=C2)OC2=C(C(=O)O)C=CC=N2 (2-(Benzo[1,3]dioxol-5-yloxy)-nicotinic acid), NC[C@@H]1CC[C@H](CC1)C(C)O ((+)-trans-1-(4-Aminomethyl-cyclohexyl)-ethanol). Procedure details: Prepared from 2-(Benzo[1,3]dioxol-5-yloxy)-nicotinic acid and (+)-trans-1-(4-Aminomethyl-cyclohexyl)-ethanol. 1HNMR (CDCl3) δ0.97 (1,m), 1.10 (3, m), 1.17 (4, m), 1.19 (4,m), 3.23 (1,t), 3.44(2,q), 6.00(2,s), 6.58 (1, dd), 6.64 (1,s), 6.8 (1, d), 7.10 (1,m), 7.9 (1,m), 8.18 (1,m), 8.53 (1, d); MS: m/e 399 (M++1). Product: O1COC2=C1C=CC(=C2)OC2=C(C(=O)NCC1CCC(CC1)C(C)O)C=CC=N2 ((+)-2-(Benzo[1,3]dioxol-5-yloxy)-N-[4-(1-hydroxy-ethyl)-cyclohexylmethyl]-nicotinamide). Reactants: O1CCN(CC1)C1=NC2=C(SC3=C1C=CC(=C3)C(=O)OC)C=CC=C2 (Methyl 11-Morpholinodibenzo[b,f][1,4]thiazepin-3-carboxylate), C(C)O (ethanol), [OH-].[K+] (potassium hydroxide), O (water). The solvent is O1CCOCC1 (dioxane). Yields the product O1CCN(CC1)C1=NC2=C(SC3=C1C=CC(=C3)C(=O)O)C=CC=C2 (11-Morpholinodibenzo[b,f][1,4]thiazepin-3-carboxylic Acid). Reaction SMILES: [O:1]1[CH2:6][CH2:5][N:4]([C:7]2[C:13]3[CH:14]=[CH:15][C:16]([C:18]([O:20]C)=[O:19])=[CH:17][C:12]=3[S:11][C:10]3[CH:22]=[CH:23][CH:24]=[CH:25][C:9]=3[N:8]=2)[CH2:3][CH2:2]1.[OH-].[K+].O.C(O)C>O1CCOCC1>[O:1]1[CH2:6][CH2:5][N:4]([C:7]2[C:13]3[CH:14]=[CH:15][C:16]([C:18]([OH:20])=[O:19])=[CH:17][C:12]=3[S:11][C:10]3[CH:22]=[CH:23][CH:24]=[CH:25][C:9]=3[N:8]=2)[CH2:3][CH2:2]1 |f:1.2|. Procedure: Stir a mixture of 1.77 gm. (5 mmole) of the ester of Example 11, 1.12 gm. (10 mmole) of 85% aqueous potassium hydroxide, 5.5 ml. of water, 27.5 ml. of ethanol and 2.75 ml. of dioxane under argon at room temperature for 21/2 hours. Evaporate to a small volume and dilute with 18 ml. of water. Filter and acidify with acetic acid to pH 4.5. Separate the precipitate by filtration, wash with water and dry in vacuo over calcium chloride. Recrystallize from acetonitrile to obtain the title product, (m.p... Starting materials: C(CC)(=O)C1=CC=CC=C1 (propiophenone), C(C=O)(=O)OCC (ethyl glyoxylate). Conditions: temperature 135 celsius. Yields the product OC(C(=O)OCC)C(C(=O)C1=CC=CC=C1)C (Ethyl 2-hydroxy-3-methyl-4-phenyl-4-oxobutyrate). Reaction SMILES: [C:1]([C:5]1[CH:10]=[CH:9][CH:8]=[CH:7][CH:6]=1)(=[O:4])[CH2:2][CH3:3].[C:11]([O:15][CH2:16][CH3:17])(=[O:14])[CH:12]=[O:13]>>[OH:13][CH:12]([CH:2]([CH3:3])[C:1]([C:5]1[CH:10]=[CH:9][CH:8]=[CH:7][CH:6]=1)=[O:4])[C:11]([O:15][CH2:16][CH3:17])=[O:14]. Procedure: A mixture of 13.4 g of propiophenone and 15.3 g of ethyl glyoxylate is heated at 135° C. for 5 hours. Starting materials: [OH-].[Na+] (sodium hydroxide), C(C)(=O)OC=1C=CC(=C(C1)CC(C)=O)C#CC1=CC=CC=C1 (1-[5-Acetoxy-2-(phenylethynyl)phenyl]-2-propanone), Cl (hydrochloric acid). The solvent is CO (MeOH). Run at time 1 hour. Product: OC=1C=CC(=C(C1)CC(C)=O)C#CC1=CC=CC=C1 (1-[5-Hydroxy-2-(phenylethynyl)phenyl]-2-propanone). Isolated yield 101.0%. Reaction SMILES: C([O:4][C:5]1[CH:6]=[CH:7][C:8]([C:15]#[C:16][C:17]2[CH:22]=[CH:21][CH:20]=[CH:19][CH:18]=2)=[C:9]([CH2:11][C:12](=[O:14])[CH3:13])[CH:10]=1)(=O)C.[OH-].[Na+].Cl>CO>[OH:4][C:5]1[CH:6]=[CH:7][C:8]([C:15]#[C:16][C:17]2[CH:18]=[CH:19][CH:20]=[CH:21][CH:22]=2)=[C:9]([CH2:11][C:12](=[O:14])[CH3:13])[CH:10]=1 |f:1.2|. Procedure: 1-[5-Acetoxy-2-(phenylethynyl)phenyl]-2-propanone (3.3 g, 11 mmole) was dissolved in MeOH (15 mL) and treated with 50% sodium hydroxide solution (1.8 g, 22 mmole) under argon. The reaction was stirred for 1 hr then poured into dilute hydrochloric acid and extracted with diethyl ether. The combined organic extracts were washed with water and brine, dried over anhydrous sodium sulfate, filtered and concentrated. The product was dried under vacuum to yield 2.78 g (98%) of the title compound.